Task: describe an organic reaction: reactants, conditions, products, and yield. Dataset: the Open Reaction Database (ORD), a public repository of structured organic reaction records The reactants are NC=1C(=NN(C1C)C1=CC=CC=C1)C (4-amino-3,5-dimethyl-1-phenylpyrazole), BrCCN1C(C=2C(C1=O)=CC=CC2)=O (N-(2-bromoethyl)-phthalimide), C([O-])([O-])=O.[K+].[K+] (potassium carbonate). Run in C(C)#N (acetonitrile). Product: CC1=NN(C(=C1NCCN1C(C=2C(C1=O)=CC=CC2)=O)C)C2=CC=CC=C2 (3,5-Dimethyl-1-phenyl-4-(2-phthalimidoethylamino)pyrazole). As a reaction SMILES: [NH2:1][C:2]1[C:3]([CH3:14])=[N:4][N:5]([C:8]2[CH:13]=[CH:12][CH:11]=[CH:10][CH:9]=2)[C:6]=1[CH3:7].Br[CH2:16][CH2:17][N:18]1[C:22](=[O:23])[C:21]2=[CH:24][CH:25]=[CH:26][CH:27]=[C:20]2[C:19]1=[O:28].C(=O)([O-])[O-].[K+].[K+]>C(#N)C>[CH3:14][C:3]1[C:2]([NH:1][CH2:16][CH2:17][N:18]2[C:22](=[O:23])[C:21]3=[CH:24][CH:25]=[CH:26][CH:27]=[C:20]3[C:19]2=[O:28])=[C:6]([CH3:7])[N:5]([C:8]2[CH:9]=[CH:10][CH:11]=[CH:12][CH:13]=2)[N:4]=1 |f:2.3.4|. Procedure: A mixture of 38.1 g. 4-amino-3,5-dimethyl-1-phenylpyrazole, 77.5 g. N-(2-bromoethyl)-phthalimide and 42 g. potassium carbonate in 600 ml. acetonitrile is boiled for 15 hours, with stirring. After cooling, insoluble material is filtered off with suction and the filtrate is evaporated. The residue is stirred with methylene chloride and suction filtered and the filtrate is purified on a silica gel column using, as elution agents, first methylene chloride and then methylene chloride-ethyl acetate (6... The reactants are C1(CCC1)C(=O)Cl (cyclobutylcarbonyl chloride), OC=1C=C(C=CC1)C12CCCC(NC1)C2 (1-(3-hydroxyphenyl)-6-azabicyclo[3,2,1]octane), [H-].[Al+3].[Li+].[H-].[H-].[H-] (lithium aluminium hydride), Cl (hydrochloric acid), [H-].[Al+3].[Li+].[H-].[H-].[H-] (lithium aluminium hydride), N (ammonia). The solvent is CN(C=O)C (dimethylformamide), C(C)N(CC)CC (triethylamine), O (water), O (water), O1CCCC1 (tetrahydrofuran). Conditions: time 15 hour. Yields the product OC=1C=C(C=CC1)C12CCCC(N(C1)CC1CCC1)C2 (1-(3-hydroxyphenyl)-6-cyclobutylmethyl-6-azabicyclo[3,2,1]octane). Isolated yield 73.2%. As a reaction SMILES: [CH:1]1([C:5](Cl)=O)[CH2:4][CH2:3][CH2:2]1.[OH:8][C:9]1[CH:10]=[C:11]([C:15]23[CH2:22][CH:19]([NH:20][CH2:21]2)[CH2:18][CH2:17][CH2:16]3)[CH:12]=[CH:13][CH:14]=1.[H-].[Al+3].[Li+].[H-].[H-].[H-].Cl.N>O1CCCC1.O.CN(C)C=O.C(N(CC)CC)C>[OH:8][C:9]1[CH:10]=[C:11]([C:15]23[CH2:22][CH:19]([N:20]([CH2:5][CH:1]4[CH2:2][CH2:3][CH2:4]4)[CH2:21]2)[CH2:18][CH2:17][CH2:16]3)[CH:12]=[CH:13][CH:14]=1 |f:2.3.4.5.6.7|. Procedure details: 0.52 g of cyclobutylcarbonyl chloride is added to a mixture of 0.43 g of 1-(3-hydroxyphenyl)-6-azabicyclo[3,2,1]octane, 0.51 g of triethylamine and 8 ml of dimethylformamide. The mixture is stirred at room temperature for 15 hours. Then, water is added to the mixture, and the aqueous mixture is extracted with chloroform. The chloroform extract is washed with water, dried and then evaporated to remove solvent. The residue thus obtained is dissolved in 25 ml of tetrahydrofuran. 0.6 g of lithium al... The reactants are N1=C(C=CC=C1)NC1=NC=CC=C1[N+](=O)[O-] (2-(2-pyridylamino)-3-nitro-pyridine), [H][H] (hydrogen). Run in C(C)O (ethanol). Yields the product N1=C(C=CC=C1)NC1=NC=CC=C1N (2-(2-pyridylamino)-3-amino-pyridine). Yield: 100.2%. As a reaction SMILES: [N:1]1[CH:6]=[CH:5][CH:4]=[CH:3][C:2]=1[NH:7][C:8]1[C:13]([N+:14]([O-])=O)=[CH:12][CH:11]=[CH:10][N:9]=1.[H][H]>C(O)C>[N:1]1[CH:6]=[CH:5][CH:4]=[CH:3][C:2]=1[NH:7][C:8]1[C:13]([NH2:14])=[CH:12][CH:11]=[CH:10][N:9]=1. Procedure details: A solution of 18.3 g of the product of Step A in 550 ml of 95% ethanol containing 1.6 g of 10% palladized carbon was hydrogenated at atmosphere pressure at room temperature until 6.3 liters of hydrogen were absorbed (about one hour) and the mixture was filtered to remove the catalyst. The filtrate was evaporated to dryness under reduced pressure and the 15.8 g of residue (98.6% yield) which was easily changed in air was used for the next step immediately. The reactants are CCNC1=NC(=NC(=N1)Cl)NC(C)C (Atrazine), CCNC1=NC(=NC(=N1)Cl)NC(C)(C)C#N (Bladex), solution ( A ), solution ( A ), solution ( B ), solution ( B ). The product is ClC1=NC(=NC(=N1)NCC)NC(C#N)(C)C.CCNC1=NC(=NC(=N1)Cl)NC(C)(C)C#N (2-(4-chloro-6-ethylamino-s-triazin-2-yl-amino)-2-methylpropionitrile Bladex 80 W). As a reaction SMILES: [CH3:1][CH2:2][NH:3][C:4]1[N:9]=[C:8]([Cl:10])[N:7]=[C:6]([NH:11][CH:12]([CH3:14])[CH3:13])[N:5]=1.[CH3:15][CH2:16][NH:17][C:18]1[N:23]=[C:22]([Cl:24])[N:21]=[C:20]([NH:25][C:26]([C:29]#[N:30])([CH3:28])[CH3:27])[N:19]=1>>[Cl:24][C:22]1[N:23]=[C:18]([NH:17][CH2:16][CH3:15])[N:19]=[C:20]([NH:25][C:26]([CH3:27])([CH3:28])[C:29]#[N:30])[N:21]=1.[CH3:1][CH2:2][NH:3][C:4]1[N:9]=[C:8]([Cl:10])[N:7]=[C:6]([NH:11][C:12]([C:16]#[N:17])([CH3:13])[CH3:14])[N:5]=1 |f:2.3|. Procedure details: For the tank mix method of application, 3 ml. of the Atrazine stock solution (A) was combined with 5 ml. of the antidote solution (B) and 5 ml. of Bladex stock solution (A) was combined with 5 ml. of the antidote solution (B). Application was then by the pre-plant incorporation or pre-emergence surface techniques. For pre-plant incorporation, the mixed or combined stock solutions were injected into the soil during incorporation in a 5 gallon rotary mixer. For pre-emergence surface application, t... The reactants are ClCCl (dichloromethane), OCCCCCCCCCCC1=C(C=C(C(=C1O)OC)OC)C (6-(10-hydroxydecyl)-2,3-dimethoxy-5-methylphenol), O=O (oxygen). The reagents and catalysts are C1=CC=C(C(=C1)C=NCCN=CC2=CC=CC=C2[O-])[O-].[Co+2] (salcomine). Reaction conditions: time 72 hour. Yields the product OCCCCCCCCCCC1=C(C(C(=C(C1=O)OC)OC)=O)C (6-(10-hydroxydecyl)-2,3-dimethoxy-5-methyl-1,4-benzoquinone). RXN SMILES: ClCCl.[OH:4][CH2:5][CH2:6][CH2:7][CH2:8][CH2:9][CH2:10][CH2:11][CH2:12][CH2:13][CH2:14][C:15]1[C:20]([OH:21])=[C:19]([O:22][CH3:23])[C:18]([O:24][CH3:25])=[CH:17][C:16]=1[CH3:26].[O:27]=O>C1C=C(C=NCCN=CC2C([O-])=CC=CC=2)C([O-])=CC=1.[Co+2]>[OH:4][CH2:5][CH2:6][CH2:7][CH2:8][CH2:9][CH2:10][CH2:11][CH2:12][CH2:13][CH2:14][C:15]1[C:20](=[O:21])[C:19]([O:22][CH3:23])=[C:18]([O:24][CH3:25])[C:17](=[O:27])[C:16]=1[CH3:26] |f:3.4|. Procedure: To a dichloromethane solution (30 ml) of 6-(10-hydroxydecyl)-2,3-dimethoxy-5-methylphenol (1.4 g) is added bis(salicylidene)ethylenediiminocobalt(II) (0.06 g), and the mixture is stirred in oxygen streams at 20° C. and atmospheric pressure for 72 hours. After the reaction has been completed, the reaction mixture is passed through a bed of a small quantity of silica gel (about 15 g) to remove the catalyst. The solvent is then distilled off and the residue is recrystallized from ether-hexane (1:4)... Starting materials: [Br-].[Li+] (lithium bromide), [Cl-].[NH4+] (ammonium chloride), C(C1=CC=CC=C1)OC(=O)N[C@H](C(=O)OC)CC(=O)Cl (Methyl (S)-2-benzyloxycarbonylamino-3-chlorocarbonylpropionate), C[Mg]Cl (methylmagnesium chloride), solution. The reagents and catalysts are [Cu](Br)Br (copper bromide), [Cu]Br (Copper(I) bromide). The solvent is C1CCOC1 (THF), C1CCOC1 (THF), C1CCOC1 (THF). Reaction conditions: temperature -60 celsius, time 1 hour. Product: C(C1=CC=CC=C1)OC(=O)N[C@H](C(=O)OC)CC(C)=O (Methyl (S)-2-benzyloxycarbonylamino-4-oxopentanoate). Isolated yield 84.0%. Reaction SMILES: [Br-].[Li+].[CH3:3][Mg]Cl.[CH2:6]([O:13][C:14]([NH:16][C@@H:17]([CH2:22][C:23](Cl)=[O:24])[C:18]([O:20][CH3:21])=[O:19])=[O:15])[C:7]1[CH:12]=[CH:11][CH:10]=[CH:9][CH:8]=1.[Cl-].[NH4+]>C1COCC1.[Cu]Br.[Cu](Br)Br>[CH2:6]([O:13][C:14]([NH:16][C@@H:17]([CH2:22][C:23](=[O:24])[CH3:3])[C:18]([O:20][CH3:21])=[O:19])=[O:15])[C:7]1[CH:12]=[CH:11][CH:10]=[CH:9][CH:8]=1 |f:0.1,4.5|. Procedure: Copper(I) bromide (60.9 g, 425 mmol, 1.2 equivalents (eq.)) was introduced into a 3 liter 4-neck flask (with dropping funnel, internal thermometer, argon inlet, rubber septa, in a cooling bath) and admixed with 250 ml of THF. A separate flask was initially charged at 10° C. with lithium bromide (75 g, 864 mmol, 2.4 eq.) and admixed with 470 ml of THF under argon. On completion of dissolution and recooling to RT, this solution was transferred to the suspension of the copper bromide. The resulting... Starting materials: CC(C)(C)OC(=O)C1(c2ccc(Br)cc2)CC1, C1CCNC1, Cc1ccccc1, ClCCl. Yields the product CC(C)(C)OC(=O)C1(c2ccc(N3CCCC3)cc2)CC1. Reaction SMILES: [Br:1][c:2]1[cH:3][cH:4][c:5]([C:8]2([C:11](=[O:12])[O:13][C:14]([CH3:15])([CH3:16])[CH3:17])[CH2:9][CH2:10]2)[cH:6][cH:7]1.[CH2:18]1[CH2:19][CH2:20][NH:21][CH2:22]1.[CH3:26][c:27]1[cH:28][cH:29][cH:30][cH:31][cH:32]1.[Cl:23][CH2:24][Cl:25]>>[c:2]1([N:21]2[CH2:20][CH2:19][CH2:18][CH2:22]2)[cH:3][cH:4][c:5]([C:8]2([C:11](=[O:12])[O:13][C:14]([CH3:15])([CH3:16])[CH3:17])[CH2:9][CH2:10]2)[cH:6][cH:7]1.